From a dataset of the Open Reaction Database (ORD), a public repository of structured organic reaction records. describe an organic reaction: reactants, conditions, products, and yield Starting materials: COc1ccc(C(=O)Cl)cc1OCc1ccccc1, COc1ccc(C(=O)Cc2c(Cl)cncc2Cl)cc1OC. Product: COc1ccc(C(=Cc2c(Cl)cncc2Cl)OC(=O)c2ccc(OC)c(OCc3ccccc3)c2)cc1OC. RXN SMILES: [CH2:1]([c:2]1[cH:3][cH:4][cH:5][cH:6][cH:7]1)[O:8][c:9]1[cH:10][c:11]([C:12](=[O:13])[Cl:14])[cH:15][cH:16][c:17]1[O:18][CH3:19].[Cl:20][c:21]1[cH:22][n:23][cH:24][c:25]([Cl:40])[c:26]1[CH2:27][C:28](=[O:29])[c:30]1[cH:31][c:32]([O:38][CH3:39])[c:33]([O:36][CH3:37])[cH:34][cH:35]1>>[CH2:1]([c:2]1[cH:3][cH:4][cH:5][cH:6][cH:7]1)[O:8][c:9]1[cH:10][c:11]([C:12](=[O:13])[O:29][C:28](=[CH:27][c:26]2[c:21]([Cl:20])[cH:22][n:23][cH:24][c:25]2[Cl:40])[c:30]2[cH:31][c:32]([O:38][CH3:39])[c:33]([O:36][CH3:37])[cH:34][cH:35]2)[cH:15][cH:16][c:17]1[O:18][CH3:19]. Starting materials: N1C(=O)C(=O)C2=CC=CC(=C12)C(=O)OC (methyl 7-isatincarboxylate), Cl.C(C)(C)N(CCCl)C(C)C (2-diisopropylaminoethyl chloride hydrochloride). Product: C(C)(C)N(CCN1C(=O)C(=O)C2=CC=CC(=C12)C(=O)OC)C(C)C (methyl 1-(2-diisopropylaminoethyl)-7-isatincarboxylate), oil. Yield: 94.6%. RXN SMILES: [NH:1]1[C:11]2[C:6](=[CH:7][CH:8]=[CH:9][C:10]=2[C:12]([O:14][CH3:15])=[O:13])[C:4](=[O:5])[C:2]1=[O:3].Cl.[CH:17]([N:20]([CH:24]([CH3:26])[CH3:25])[CH2:21][CH2:22]Cl)([CH3:19])[CH3:18]>>[CH:17]([N:20]([CH:24]([CH3:26])[CH3:25])[CH2:21][CH2:22][N:1]1[C:11]2[C:6](=[CH:7][CH:8]=[CH:9][C:10]=2[C:12]([O:14][CH3:15])=[O:13])[C:4](=[O:5])[C:2]1=[O:3])([CH3:19])[CH3:18] |f:1.2|. Procedure details: By using methyl 7-isatincarboxylate and 2-diisopropylaminoethyl chloride hydrochloride, a method analogous to that described in Reference Example 7 was carried out to obtain methyl 1-(2-diisopropylaminoethyl)-7-isatincarboxylate in an oil (yield: 94.6%). As a reaction SMILES: CN(C)CCN.[S:7]1[CH:11]=[CH:10][CH:9]=[C:8]1[CH2:12][O:13][N:14]1C(=O)C2=CC=CC=C2C1=O.C(O)(=O)C.[Cl:29][C:30]1[CH:35]=[CH:34][C:33]([NH:36][S:37]([C:40]([F:43])([F:42])[F:41])(=[O:39])=[O:38])=[C:32]([C:44](=O)[CH2:45][CH3:46])[CH:31]=1>CCO>[Cl:29][C:30]1[CH:35]=[CH:34][C:33]([NH:36][S:37]([C:40]([F:43])([F:42])[F:41])(=[O:39])=[O:38])=[C:32]([C:44](=[N:14][O:13][CH2:12][C:8]2[S:7][CH:11]=[CH:10][CH:9]=2)[CH2:45][CH3:46])[CH:31]=1. Starting materials: C(C)(=O)O (acetic acid), ClC1=CC(=C(C=C1)NS(=O)(=O)C(F)(F)F)C(CC)=O (N-(4-chloro-2-propionylphenyl)trifluoromethanesulfonamide), CN(CCN)C (N,N-Dimethylethylenediamine), S1C(=CC=C1)CON1C(C=2C(C1=O)=CC=CC2)=O (N-(thiophen-2-ylmethoxy)phthalimide). Run in CCO (EtOH), CCO (EtOH). Yield: 85.3%. Run at time 15 hour. The product is ClC1=CC(=C(C=C1)NS(=O)(=O)C(F)(F)F)C(CC)=NOCC=1SC=CC1 (N-{4-chloro-2-[1-(thiophen-2-ylmethoxyimino)propyl]phenyl}trifluoromethanesulfonamide). Reported procedure: N,N-Dimethylethylenediamine (254 μL, 2.20 mmol) was added to a solution of N-(thiophen-2-ylmethoxy)phthalimide (365 mg, 1.50 mmol) in EtOH (5 mL), and the reaction allowed to stir at RT for 15 h. Glacial acetic acid (1 mL) was then added to adjust the mixture to ca. pH 4 followed by a solution of N-(4-chloro-2-propionylphenyl)trifluoromethanesulfonamide 22 (316 mg, 1.0 mmol) in EtOH (2 mL), and the mixture stirred for 15 h at RT. The reaction mixture was concentrated under vacuum, and the residu... The reactants are C(CCCCCCCCCC)C1=NOC(=N1)C1=CC=C(C=O)C=C1 (4-(3-undecyl-1,2,4-oxadiazol-5-yl)benzaldehyde), FC(C1=CC=C(C=C1)[C@@H](C)N)(F)F ((1R)-1-[4-(trifluoromethyl)phenyl]ethylamine). Yields the product FC(C1=CC=C(C=C1)[C@@H](C)NCC1=CC=C(C=C1)C1=NC(=NO1)CCCCCCCCCCC)(F)F (N-{(1R)-1-[4-(trifluoromethyl)phenyl]ethyl}-N-[4-(3-undecyl-1,2,4-oxadiazol-5-yl)benzyl]amine). Yield: 71.0%. RXN SMILES: [CH2:1]([C:12]1[N:16]=[C:15]([C:17]2[CH:24]=[CH:23][C:20]([CH:21]=O)=[CH:19][CH:18]=2)[O:14][N:13]=1)[CH2:2][CH2:3][CH2:4][CH2:5][CH2:6][CH2:7][CH2:8][CH2:9][CH2:10][CH3:11].[F:25][C:26]([F:37])([F:36])[C:27]1[CH:32]=[CH:31][C:30]([C@H:33]([NH2:35])[CH3:34])=[CH:29][CH:28]=1>>[F:25][C:26]([F:36])([F:37])[C:27]1[CH:28]=[CH:29][C:30]([C@H:33]([NH:35][CH2:21][C:20]2[CH:23]=[CH:24][C:17]([C:15]3[O:14][N:13]=[C:12]([CH2:1][CH2:2][CH2:3][CH2:4][CH2:5][CH2:6][CH2:7][CH2:8][CH2:9][CH2:10][CH3:11])[N:16]=3)=[CH:18][CH:19]=2)[CH3:34])=[CH:31][CH:32]=1. Reported procedure: The same procedure as employed in the preparation of Example 226 (step a) but using 4-(3-undecyl-1,2,4-oxadiazol-5-yl)benzaldehyde and (1R)-1-[4-(trifluoromethyl)phenyl]ethylamine gave the title compound as a colorless oil (71%). M+(LC/MS(ESI)): 502.4. HPLC (Condition A), Rt: 5.04 min (HPLC purity: 99.6%). Reactants: CN(C)c1ccccc1CSc1nc2ccccc2[nH]1, CO, ClC(Cl)Cl, O=C(OO)c1cccc(Cl)c1, [Na+], O=C([O-])O. The product is CN(C)c1ccccc1CS(=O)c1nc2ccccc2[nH]1. As a reaction SMILES: [CH3:1][N:2]([c:3]1[c:4]([CH2:5][S:6][c:7]2[nH:8][c:9]3[c:10]([n:11]2)[cH:12][cH:13][cH:14][cH:15]3)[cH:16][cH:17][cH:18][cH:19]1)[CH3:20].[CH3:41][OH:42].[CH:37]([Cl:38])([Cl:39])[Cl:40].[Cl:21][c:22]1[cH:23][cH:24][cH:25][c:26]([C:27]([O:28][OH:30])=[O:29])[cH:31]1.[Na+:36].[O-:32][C:33]([OH:34])=[O:35]>>[CH3:1][N:2]([c:3]1[c:4]([CH2:5][S:6]([c:7]2[n:8][c:9]3[c:10]([nH:11]2)[cH:12][cH:13][cH:14][cH:15]3)=[O:29])[cH:16][cH:17][cH:18][cH:19]1)[CH3:20]. Product: Clc1cccc(-n2nnnc2NCc2ccnc(N3CCCC3)c2)c1Cl. Reaction SMILES: [CH2:23]1[CH2:24][CH2:25][NH:26][CH2:27]1.[Cl:1][c:2]1[c:3](-[n:9]2[n:10][n:11][n:12][c:13]2[NH:14][CH2:15][c:16]2[cH:17][c:18]([F:22])[n:19][cH:20][cH:21]2)[cH:4][cH:5][cH:6][c:7]1[Cl:8].[O:28]1[CH2:29][CH2:30][CH2:31][CH2:32]1>>[Cl:1][c:2]1[c:3](-[n:9]2[n:10][n:11][n:12][c:13]2[NH:14][CH2:15][c:16]2[cH:17][c:18]([N:26]3[CH2:25][CH2:24][CH2:23][CH2:27]3)[n:19][cH:20][cH:21]2)[cH:4][cH:5][cH:6][c:7]1[Cl:8]. The reactants are C1CCNC1, Fc1cc(CNc2nnnn2-c2cccc(Cl)c2Cl)ccn1, C1CCOC1. Reactants: COC1=C(C=C(C=C1)[C@@H]2CC(=O)NC2)OC3CCCC3 ((S)-Rolipram), COC=1C=CC(=CC1OC2CCCC2)C3CC(=O)NC3 (rolipram), C1(CCCC1)OC=1C=C(C=CC1OC)C1CC(NC1)=O (4-(3-cyclopentyloxy-4-methoxyphenyl)-2-pyrrolidone), substituted benzaldehydes, C(CC(=O)[O-])(=O)OC (monomethyl malonate). The product is C(C1=CC=CC=C1)OC=1C=C(C=CC1OC)C1CC(NC1)=O (4-(3-benzyloxy-4-methoxyphenyl)-2-pyrrolidone), methyl cinnamyl esters. RXN SMILES: [CH3:1][O:2][C:3]1[CH:4]=[CH:5][C:6]([CH:15]2[CH2:20][NH:19][C:17](=[O:18])[CH2:16]2)=[CH:7][C:8]=1[O:9][CH:10]1[CH2:14][CH2:13][CH2:12][CH2:11]1.CO[C:23]1C=CC([C@H]2CNC(=O)C2)=C[C:24]=1OC1CCCC1.C(OC)(=O)CC([O-])=O>>[CH2:10]([O:9][C:8]1[CH:7]=[C:6]([CH:15]2[CH2:20][NH:19][C:17](=[O:18])[CH2:16]2)[CH:5]=[CH:4][C:3]=1[O:2][CH3:1])[C:14]1[CH:13]=[CH:12][CH:11]=[CH:24][CH:23]=1. Reported procedure: The compounds of the present invention may be prepared conventionally. Some of the known processes that can be used are described below. All starting materials are known or can be conventionally prepared from known starting materials. Preparation of Starting Material (Scheme I) Enantiomerically pure rolipram, 4-(3-cyclopentyloxy-4-methoxyphenyl)-2-pyrrolidone, and the starting material 4-(3-benzyloxy-4-methoxyphenyl)-2-pyrrolidone were prepared as shown in scheme I and in a similar fashion as de... Reactants: Cn1cnnc1S, COc1ccc(CCC2(C3CCCC3)CC(=O)C(Cl)C(=O)O2)cc1Cl, O. Yields the product COc1ccc(CCC2(C3CCCC3)CC(O)=C(Sc3nncn3C)C(=O)O2)cc1Cl. Reaction SMILES: [CH3:26][n:27]1[c:28]([SH:32])[n:29][n:30][cH:31]1.[Cl:1][CH:2]1[C:3](=[O:25])[O:4][C:5]([CH:9]2[CH2:10][CH2:11][CH2:12][CH2:13]2)([CH2:14][CH2:15][c:16]2[cH:17][c:18]([Cl:24])[c:19]([O:22][CH3:23])[cH:20][cH:21]2)[CH2:6][C:7]1=[O:8].[OH2:33]>>[C:2]1([S:32][c:28]2[n:27]([CH3:26])[cH:31][n:30][n:29]2)=[C:7]([OH:8])[CH2:6][C:5]([CH:9]2[CH2:10][CH2:11][CH2:12][CH2:13]2)([CH2:14][CH2:15][c:16]2[cH:17][c:18]([Cl:24])[c:19]([O:22][CH3:23])[cH:20][cH:21]2)[O:4][C:3]1=[O:25]. Yields the product CC1=CC=C(C=C1)C=1C(=CC=CC1)C(=O)NC1=CC=C(C(=O)N(C2=C(C=CC=C2)OCCCCCNC(=O)N2CCN(CC2)C)C)C=C1 (4-(4′-methylbiphenyl-2-carboxamido)-N-methyl-N-[2-[5-(4-methylpiperazin-1-carbonylamino)pentyloxy]phenyl]benzamide). Procedure details: To a solution of 4-(4′-methylbiphenyl-2-carboxamido)-N-methyl-N-[2-(5-phenoxycarbonylaminopentyloxy)phenyl]benzamide (290 mg) in N,N-dimethylformamide (15 ml) was added 1-methylpiperazine (271 mg) at ambient temperature. The reaction mixture was stirred at 80° C. for 10 hours. The reaction mixture was cooled and extracted with ethyl acetate and washed with saturated sodium hydrogen carbonate and brine. The organic solution was dried over sodium sulfate. The solvent was removed by evaporation and... Reaction SMILES: [CH3:1][C:2]1[CH:7]=[CH:6][C:5]([C:8]2[C:9]([C:14]([NH:16][C:17]3[CH:48]=[CH:47][C:20]([C:21]([N:23]([CH3:46])[C:24]4[CH:29]=[CH:28][CH:27]=[CH:26][C:25]=4[O:30][CH2:31][CH2:32][CH2:33][CH2:34][CH2:35][NH:36][C:37]([O:39]C4C=CC=CC=4)=O)=[O:22])=[CH:19][CH:18]=3)=[O:15])=[CH:10][CH:11]=[CH:12][CH:13]=2)=[CH:4][CH:3]=1.[CH3:49][N:50]1[CH2:55][CH2:54][NH:53][CH2:52][CH2:51]1>CN(C)C=O>[CH3:1][C:2]1[CH:3]=[CH:4][C:5]([C:8]2[C:9]([C:14]([NH:16][C:17]3[CH:18]=[CH:19][C:20]([C:21]([N:23]([CH3:46])[C:24]4[CH:29]=[CH:28][CH:27]=[CH:26][C:25]=4[O:30][CH2:31][CH2:32][CH2:33][CH2:34][CH2:35][NH:36][C:37]([N:53]4[CH2:54][CH2:55][N:50]([CH3:49])[CH2:51][CH2:52]4)=[O:39])=[O:22])=[CH:47][CH:48]=3)=[O:15])=[CH:10][CH:11]=[CH:12][CH:13]=2)=[CH:6][CH:7]=1. The solvent is CN(C=O)C (N,N-dimethylformamide). The yield is 64.9%. Conditions: temperature 80 celsius, time 10 hour. The reactants are CC1=CC=C(C=C1)C=1C(=CC=CC1)C(=O)NC1=CC=C(C(=O)N(C2=C(C=CC=C2)OCCCCCNC(=O)OC2=CC=CC=C2)C)C=C1 (4-(4′-methylbiphenyl-2-carboxamido)-N-methyl-N-[2-(5-phenoxycarbonylaminopentyloxy)phenyl]benzamide), CN1CCNCC1 (1-methylpiperazine). The reactants are CC1=C(C(=CC=C1)C)NC(CBr)=O (N-(2,6-dimethylphenyl)-2-bromoacetamide), FC1=CC=C(C=C1)CC1=CC=C(C=C1)N1CCNCC1 (1-[4-(4-fluorophenyl)methylphenyl]piperazine). Product: CC1=C(C(=CC=C1)C)NC(CN1CCN(CC1)C1=CC=C(C=C1)CC1=CC=C(C=C1)F)=O (N-(2,6-dimethylphenyl)-1-[4-(4-fluorophenyl)methylphenyl]-4-piperazinacetamide). As a reaction SMILES: [CH3:1][C:2]1[CH:7]=[CH:6][CH:5]=[C:4]([CH3:8])[C:3]=1[NH:9][C:10](=[O:13])[CH2:11]Br.[F:14][C:15]1[CH:20]=[CH:19][C:18]([CH2:21][C:22]2[CH:27]=[CH:26][C:25]([N:28]3[CH2:33][CH2:32][NH:31][CH2:30][CH2:29]3)=[CH:24][CH:23]=2)=[CH:17][CH:16]=1>>[CH3:1][C:2]1[CH:7]=[CH:6][CH:5]=[C:4]([CH3:8])[C:3]=1[NH:9][C:10](=[O:13])[CH2:11][N:31]1[CH2:30][CH2:29][N:28]([C:25]2[CH:24]=[CH:23][C:22]([CH2:21][C:18]3[CH:19]=[CH:20][C:15]([F:14])=[CH:16][CH:17]=3)=[CH:27][CH:26]=2)[CH2:33][CH2:32]1. Procedure details: The compound (18) synthesized in Reference Example 18 and the compound (5) synthesized in Reference Example 5 were used to produce the above compound in the same way as Example 1.